From a dataset of the Open Reaction Database (ORD), a public repository of structured organic reaction records. describe an organic reaction: reactants, conditions, products, and yield Starting materials: C(C)(C)N (Isopropylamine), CCOC(=O)CC(=O)CC(=O)OCC (diethyl 1,3-acetonedicarboxylate). Conditions: temperature -18 celsius, time 24 hour. Yields the product C(C)(C)NC(=CC(=O)OCC)CC(=O)OCC (diethyl 3-isopropylamino-2-pentenedioate). Isolated yield 36.0%. Reaction SMILES: [CH:1]([NH2:4])([CH3:3])[CH3:2].[CH3:5][CH2:6][O:7][C:8]([CH2:10][C:11]([CH2:13][C:14]([O:16][CH2:17][CH3:18])=[O:15])=O)=[O:9]>>[CH:1]([NH:4][C:11]([CH2:10][C:8]([O:7][CH2:6][CH3:5])=[O:9])=[CH:13][C:14]([O:16][CH2:17][CH3:18])=[O:15])([CH3:3])[CH3:2]. Procedure details: Isopropylamine (60 ml, 0.712 mol) was added slowly to diethyl 1,3-acetonedicarboxylate (120 g, 0.5934 mol) with stirring at -18° C. After 24 hours at room temperature, the excess amine and water were removed under rotary evaporation and finally by azeotropic distillation with benzene to give a light yellow oil. It was kugelrohr distilled to give 52 g of light yellow oil as product (30%), nD25 1.4887. Product: CC(C)C1=C(C(=CC=C1)C)C(=O)N[C@@H](CC1=CC=C(C=C1)C=1C(N(C(=CC1C(F)(F)F)C)C)=O)C(=O)O (N-[[2-(1-methylethyl)-6-methylphenyl]carbonyl]-4-[1,6-dimethyl-4-(trifluoromethyl)-2-oxo-3-pyridinyl]-L-phenylalanine). The reactants are COC([C@@H](N)CC1=CC=C(C=C1)C=1C(N(C(=CC1C(F)(F)F)C)C)=O)=O (4-[1,6-dimethyl-4-(trifluoromethyl)-2-oxo-3-pyridinyl]-L-phenylalanine methyl ester), CC(C)C1=C(C(=O)Cl)C(=CC=C1)C (2-(1-methylethyl)-6-methylbenzoyl chloride). Procedure details: N-[[2-(1-methylethyl)-6-methylphenyl]carbonyl]-4-[1,6-dimethyl-4-(trifluoromethyl)-2-oxo-3-pyridinyl]-L-phenylalanine was prepared from 4-[1,6-dimethyl-4-(trifluoromethyl)-2-oxo-3-pyridinyl]-L-phenylalanine methyl ester and 2-(1-methylethyl)-6-methylbenzoyl chloride using the general procedures described in example 33. ES-HRMS m/e calcd for C28H29F3N2O4 (M+Na) 537.1972. found 537.1977. RXN SMILES: C[O:2][C:3](=[O:26])[C@H:4]([CH2:6][C:7]1[CH:12]=[CH:11][C:10]([C:13]2[C:14](=[O:25])[N:15]([CH3:24])[C:16]([CH3:23])=[CH:17][C:18]=2[C:19]([F:22])([F:21])[F:20])=[CH:9][CH:8]=1)[NH2:5].[CH3:27][CH:28]([C:30]1[CH:38]=[CH:37][CH:36]=[C:35]([CH3:39])[C:31]=1[C:32](Cl)=[O:33])[CH3:29]>>[CH3:29][CH:28]([C:30]1[CH:38]=[CH:37][CH:36]=[C:35]([CH3:39])[C:31]=1[C:32]([NH:5][C@H:4]([C:3]([OH:2])=[O:26])[CH2:6][C:7]1[CH:12]=[CH:11][C:10]([C:13]2[C:14](=[O:25])[N:15]([CH3:24])[C:16]([CH3:23])=[CH:17][C:18]=2[C:19]([F:22])([F:20])[F:21])=[CH:9][CH:8]=1)=[O:33])[CH3:27]. Starting materials: ClCCl, CC(=O)OC(C)=O, CN(C)c1ccncc1, C1CCOC1, OCc1cccc2c1C=Cc1cccc(I)c1C2O. Yields the product CC(=O)OCc1cccc2c1C=Cc1cccc(I)c1C2O. As a reaction SMILES: [CH2:27]([Cl:28])[Cl:29].[CH3:20][C:21](=[O:22])[O:23][C:24](=[O:25])[CH3:26].[CH3:30][N:31]([CH3:32])[c:33]1[cH:34][cH:35][n:36][cH:37][cH:38]1.[O:39]1[CH2:40][CH2:41][CH2:42][CH2:43]1.[OH:1][CH2:2][c:3]1[cH:4][cH:5][cH:6][c:7]2[c:13]1[CH:12]=[CH:11][c:10]1[c:9]([c:17]([I:18])[cH:16][cH:15][cH:14]1)[CH:8]2[OH:19]>>[O:1]([CH2:2][c:3]1[cH:4][cH:5][cH:6][c:7]2[c:13]1[CH:12]=[CH:11][c:10]1[c:9]([c:17]([I:18])[cH:16][cH:15][cH:14]1)[CH:8]2[OH:19])[C:21]([CH3:20])=[O:22]. Starting materials: O1CCN(CC1)C1=CC(=C(C=C1)NC(=O)C=1C=C(CSCCC(=O)O)C=CC1)C1=NC=CC(=C1)C(NCC1=CC(=CC=C1)C(F)(F)F)=O (3-((3-((4-morpholino-2-(4-((3-(trifluoromethyl)benzyl)carbamoyl)pyridin-2-yl)phenyl)carbamoyl)benzyl)thio)propanoic acid), CO (methanol). The product is COC1=CC(=C(C=C1)NC(=O)C=1C=C(CSCCC(=O)O)C=CC1)C1=NC=CC(=C1)C(NCC1=CC(=CC=C1)C(F)(F)F)=O (3-((3-((4-Methoxy-2-(4-((3-(trifluoromethyl)benzyl)carbamoyl)pyridin-2-yl)phenyl)carbamoyl)benzyl)thio)propanoic acid). RXN SMILES: O1CCN([C:7]2[CH:12]=[CH:11][C:10]([NH:13][C:14]([C:16]3[CH:17]=[C:18]([CH:26]=[CH:27][CH:28]=3)[CH2:19][S:20][CH2:21][CH2:22][C:23]([OH:25])=[O:24])=[O:15])=[C:9]([C:29]3[CH:34]=[C:33]([C:35](=[O:48])[NH:36][CH2:37][C:38]4[CH:43]=[CH:42][CH:41]=[C:40]([C:44]([F:47])([F:46])[F:45])[CH:39]=4)[CH:32]=[CH:31][N:30]=3)[CH:8]=2)CC1.[CH3:49][OH:50]>>[CH3:49][O:50][C:7]1[CH:12]=[CH:11][C:10]([NH:13][C:14]([C:16]2[CH:17]=[C:18]([CH:26]=[CH:27][CH:28]=2)[CH2:19][S:20][CH2:21][CH2:22][C:23]([OH:25])=[O:24])=[O:15])=[C:9]([C:29]2[CH:34]=[C:33]([C:35](=[O:48])[NH:36][CH2:37][C:38]3[CH:43]=[CH:42][CH:41]=[C:40]([C:44]([F:45])([F:47])[F:46])[CH:39]=3)[CH:32]=[CH:31][N:30]=2)[CH:8]=1. Procedure details: This compound was prepared according to the procedure described for the synthesis of 3-((3-((4-morpholino-2-(4-((3-(trifluoromethyl)benzyl)carbamoyl)pyridin-2-yl)phenyl)carbamoyl)benzyl)thio)propanoic acid 14, using methanol in place of morpholine. 1H-NMR (300 MHz, DMSO-d6, ppm): δ 12.40 (s, 1H), 9.55 (m, 1H), 8.98-8.96 (m, 1H), 8.39-8.36 (m, 2H), 7.87-7.47 (m, 10H), 7.16-7.14 (m, 1H), 4.62-4.61 (m, 2H), 3.88 (s, 1H), 3.86 (s, 3H), 2.62-2.58 (m, 2H). MS (ES, m/z): 624 [M+H]+.